From a dataset of the Open Reaction Database (ORD), a public repository of structured organic reaction records. describe an organic reaction: reactants, conditions, products, and yield Starting materials: CC(C)(C=1C=NC(=CC1)C(F)(F)F)N[C@H]1C(N([C@H](C1)C1=CC(=CC=C1)OC(F)(F)F)C1=CC=C(C=C1)Br)=O ((3R,5R)-3-[1-methyl-1-(6-trifluoromethyl-pyridin-3-yl)-ethylamino]-1-(4-bromo-phenyl)-5-(3-trifluoromethoxy-phenyl)-pyrrolidin-2-one), C1(CC1)B(O)O (cyclopropylboronic acid), potassium phosphate N-hydrate, C1(CCCCC1)P(C1CCCCC1)C1CCCCC1 (tricyclohexylphosphine). The reagents and catalysts are CC(=O)[O-].CC(=O)[O-].[Pd+2] (Pd(OAc)2). Run in C1(=CC=CC=C1)C (toluene), O (water), C(C)(=O)OCC (ethyl acetate). The product is CC(C)(C=1C=NC(=CC1)C(F)(F)F)N[C@H]1C(N([C@H](C1)C1=CC(=CC=C1)OC(F)(F)F)C1=CC=C(C=C1)C1CC1)=O ((3R,5R)-3-[1-methyl-1-(6-trifluoromethyl-pyridin-3-yl)-ethylamino]-5-(3-trifluoromethoxy-phenyl)-1-(4-cyclopropyl-phenyl)-pyrrolidin-2-one). Yield: 90.4%. Reaction SMILES: [CH3:1][C:2]([NH:14][C@@H:15]1[CH2:19][C@H:18]([C:20]2[CH:25]=[CH:24][CH:23]=[C:22]([O:26][C:27]([F:30])([F:29])[F:28])[CH:21]=2)[N:17]([C:31]2[CH:36]=[CH:35][C:34](Br)=[CH:33][CH:32]=2)[C:16]1=[O:38])([C:4]1[CH:5]=[N:6][C:7]([C:10]([F:13])([F:12])[F:11])=[CH:8][CH:9]=1)[CH3:3].[CH:39]1(B(O)O)[CH2:41][CH2:40]1.C1(P(C2CCCCC2)C2CCCCC2)CCCCC1>C1(C)C=CC=CC=1.O.C(OCC)(=O)C.CC([O-])=O.CC([O-])=O.[Pd+2]>[CH3:1][C:2]([NH:14][C@@H:15]1[CH2:19][C@H:18]([C:20]2[CH:25]=[CH:24][CH:23]=[C:22]([O:26][C:27]([F:30])([F:29])[F:28])[CH:21]=2)[N:17]([C:31]2[CH:36]=[CH:35][C:34]([CH:39]3[CH2:41][CH2:40]3)=[CH:33][CH:32]=2)[C:16]1=[O:38])([C:4]1[CH:5]=[N:6][C:7]([C:10]([F:13])([F:12])[F:11])=[CH:8][CH:9]=1)[CH3:3] |f:6.7.8|. Procedure details: Dissolve (3R,5R)-3-[1-methyl-1-(6-trifluoromethyl-pyridin-3-yl)-ethylamino]-1-(4-bromo-phenyl)-5-(3-trifluoromethoxy-phenyl)-pyrrolidin-2-one (1.25 mmoles; 750 mg), cyclopropylboronic acid (1.62 mmoles; 139 mg), tribasic potassium phosphate N-hydrate (4.36 mmoles; 925 mg), and tricyclohexylphosphine (124.51 μmoles; 34 mg) in toluene (5 mL) and water (275 μL) and degas the solution for 5 minutes then place under a nitrogen atmosphere. Add Pd(OAc)2 (62 μmoles; 14 mg) and heat the mixture at 90° C.... Reaction SMILES: C(OC(=O)[CH2:5][N:6]1[C:10]([CH:11]=[O:12])=[N:9][C:8]([C:13]2[CH:18]=[CH:17][CH:16]=[CH:15][CH:14]=2)=[N:7]1)C.C(OC(=O)CNN)C.C1(C2OCC(=O)N=2)C=CC=CC=1>>[CH3:5][N:6]1[C:10]([CH:11]=[O:12])=[N:9][C:8]([C:13]2[CH:18]=[CH:17][CH:16]=[CH:15][CH:14]=2)=[N:7]1. Product: CN1N=C(N=C1C=O)C1=CC=CC=C1 (2-Methyl-5-phenyl-2H-1,2,4-triazole-3-carbaldehyde). The reactants are C(C)OC(CN1N=C(N=C1C=O)C1=CC=CC=C1)=O ((5-Formyl-3-phenyl-1,2,4-triazol-1-yl)-acetic acid ethyl ester), C(C)OC(CNN)=O (Hydrazino-acetic acid ethyl ester), C1(=CC=CC=C1)C=1OCC(N1)=O (2-Phenyl-oxazol-4-one). Procedure: (5-Formyl-3-phenyl-1,2,4-triazol-1-yl)-acetic acid ethyl ester, from Hydrazino-acetic acid ethyl ester and 2-Phenyl-oxazol-4-one. H-NMR: (CDCl3) δ 10.05 (s, 1H), 8.15 (d, 2H), 7.50 (m, 3H), 5.38 (s, 2H), 4.28 (m, 2H), 1.32 (t, 3H). Starting materials: Cl.COC([C@@H](N)[C@@H](C)CC)=O (L-iso-leucine methyl ester hydrochloride), ClC(=O)OC1=CC=C(C=C1)[N+](=O)[O-] (4-nitrophenyl chloroformate), CN1CCOCC1 (4-methylmorpholine). Solvent: ClCCl (dichloromethane). Run at temperature 25 celsius, time 64 hour. The product is C[C@H]([C@@H](C(=O)OC)NC(=O)OC1=CC=C(C=C1)[N+](=O)[O-])CC (methyl(2S,3S)-3-methyl-2-{[(4-nitrophenoxy)carbonyl]amino}pentanoate). The yield is 98.2%. As a reaction SMILES: Cl.[CH3:2][O:3][C:4](=[O:11])[C@H:5]([C@H:7]([CH2:9][CH3:10])[CH3:8])[NH2:6].Cl[C:13]([O:15][C:16]1[CH:21]=[CH:20][C:19]([N+:22]([O-:24])=[O:23])=[CH:18][CH:17]=1)=[O:14].CN1CCOCC1>ClCCl>[CH3:8][C@@H:7]([CH2:9][CH3:10])[C@H:5]([NH:6][C:13]([O:15][C:16]1[CH:17]=[CH:18][C:19]([N+:22]([O-:24])=[O:23])=[CH:20][CH:21]=1)=[O:14])[C:4]([O:3][CH3:2])=[O:11] |f:0.1|. Procedure details: A solution of L-iso-leucine methyl ester hydrochloride (2.5 g, 13.75 mmol) in dichloromethane (35 mL) at 0° C. was treated with 4-nitrophenyl chloroformate (3.05, 15.13 mmol) and 4-methylmorpholine (3.2 mL, 29.11 mmol), stirred at 25° C. for 64 hours, and partitioned between dichloromethane and saturated NaHCO3. The organic phase was washed with brine and dried over MgSO4, filtered and concentrated to give the title compound (4.19 g, 98% yield). Reactants: C(C)N(C\C=C/C1=C(C=CC(=C1)F)S(=O)(=O)NC1=CC=C2C3=C(COC2=C1C(=O)OC)OC=C3)CC (Methyl 7-[2-((Z)-3-diethylaminoprop-1-enyl)-4-fluorobenzenesulfonylamino]-4H-furo[2,3-c]chromene-6-carboxylate), C(C)N(C\C=C/C1=C(C=CC(=C1)F)S(=O)(=O)NC1=CC=C2C3=C(COC2=C1C(=O)OC)OC=C3)CC (Methyl 7-[2-((Z)-3-diethylaminoprop-1-enyl)-4-fluorobenzenesulfonylamino]-4H-furo[2,3-c]chromene-6-carboxylate), O.[OH-].[Li+] (lithium hydroxide monohydrate), C(=O)O (formic acid). The solvent is C(Cl)Cl (DCM), O (water), O1CCOCC1 (dioxane), O (water). Run at temperature 100 celsius. Yields the product C(C)N(C/C=C/C1=C(C=CC(=C1)F)S(=O)(=O)NC1=CC=C2C3=C(COC2=C1C(=O)O)OC=C3)CC (7-[2-((E)-3-diethylaminoprop-1-enyl)-4-fluorobenzenesulfonyl-amino]-4H-furo[2,3-c]chromene-6-carboxylic acid). The yield is 7.9%. Reaction SMILES: [CH2:1]([N:3]([CH2:35][CH3:36])[CH2:4]/[CH:5]=[CH:6]\[C:7]1[CH:12]=[C:11]([F:13])[CH:10]=[CH:9][C:8]=1[S:14]([NH:17][C:18]1[C:27]([C:28]([O:30]C)=[O:29])=[C:26]2[C:21]([C:22]3[CH:34]=[CH:33][O:32][C:23]=3[CH2:24][O:25]2)=[CH:20][CH:19]=1)(=[O:16])=[O:15])[CH3:2].O.[OH-].[Li+].C(O)=O>O1CCOCC1.O.C(Cl)Cl>[CH2:35]([N:3]([CH2:1][CH3:2])[CH2:4]/[CH:5]=[CH:6]/[C:7]1[CH:12]=[C:11]([F:13])[CH:10]=[CH:9][C:8]=1[S:14]([NH:17][C:18]1[C:27]([C:28]([OH:30])=[O:29])=[C:26]2[C:21]([C:22]3[CH:34]=[CH:33][O:32][C:23]=3[CH2:24][O:25]2)=[CH:20][CH:19]=1)(=[O:16])=[O:15])[CH3:36] |f:1.2.3|. Procedure: A mixture of methyl 7-[2-((Z)-3-diethylaminoprop-1-enyl)-4-fluorobenzenesulfonylamino]-4H-furo[2,3-c]chromene-6-carboxylate (Intermediate 4, 1.73 g) and lithium hydroxide monohydrate (1.41 g) in dioxane (27 mL) and water (9 mL) was heated to 100° C. for 16 hours, under an atmosphere of nitrogen. The mixture was cooled to room temperature and diluted with DCM (100 mL) and water (100 mL). This mixture was acidified to pH6 using formic acid and the layers were separated. The aqueous layer was extra... Reactants: C(C)(C)(C)C1=CC(=C(C=C1)C=1N([C@@H]([C@@H](N1)C1=CC=C(C=C1)F)C1=CC=C(C=C1)F)C(=O)Cl)OCC ((4S,5R)-2-(4-tert-butyl-2-ethoxy-phenyl)-4,5-bis-(4-fluoro-phenyl)-4,5-dihydro-imidazole-1-carbonyl chloride), N1(CCOCC1)C(CN1CCNCC1)=O (1-morpholin-4-yl-2-piperazin-1-yl-ethanone). Yields the product Cl.C(C)(C)(C)C1=CC(=C(C=C1)C=1N([C@@H]([C@@H](N1)C1=CC=C(C=C1)F)C1=CC=C(C=C1)F)C(=O)N1CCN(CC1)CC(=O)N1CCOCC1)OCC (2-{4-[(4S,5R)-2-(4-tert-Butyl-2-ethoxy-phenyl)-4,5-bis-(4-fluoro-phenyl)-4,5-dihydro-imidazole-1-carbonyl]-piperazin-1-yl}-1-morpholin-4-yl-ethanone hydrochloride). As a reaction SMILES: [C:1]([C:5]1[CH:10]=[CH:9][C:8]([C:11]2[N:12]([C:30]([Cl:32])=[O:31])[C@H:13]([C:23]3[CH:28]=[CH:27][C:26]([F:29])=[CH:25][CH:24]=3)[C@H:14]([C:16]3[CH:21]=[CH:20][C:19]([F:22])=[CH:18][CH:17]=3)[N:15]=2)=[C:7]([O:33][CH2:34][CH3:35])[CH:6]=1)([CH3:4])([CH3:3])[CH3:2].[N:36]1([C:42](=[O:50])[CH2:43][N:44]2[CH2:49][CH2:48][NH:47][CH2:46][CH2:45]2)[CH2:41][CH2:40][O:39][CH2:38][CH2:37]1>>[ClH:32].[C:1]([C:5]1[CH:10]=[CH:9][C:8]([C:11]2[N:12]([C:30]([N:47]3[CH2:48][CH2:49][N:44]([CH2:43][C:42]([N:36]4[CH2:37][CH2:38][O:39][CH2:40][CH2:41]4)=[O:50])[CH2:45][CH2:46]3)=[O:31])[C@H:13]([C:23]3[CH:28]=[CH:27][C:26]([F:29])=[CH:25][CH:24]=3)[C@H:14]([C:16]3[CH:21]=[CH:20][C:19]([F:22])=[CH:18][CH:17]=3)[N:15]=2)=[C:7]([O:33][CH2:34][CH3:35])[CH:6]=1)([CH3:4])([CH3:3])[CH3:2] |f:2.3|. Procedure details: 2-{4-[(4S,5R)-2-(4-tert-Butyl-2-ethoxy-phenyl)-4,5-bis-(4-fluoro-phenyl)-4,5-dihydro-imidazole-1-carbonyl]-piperazin-1-yl}-1-morpholin-4-yl-ethanone hydrochloride was prepared from (4S,5R)-2-(4-tert-butyl-2-ethoxy-phenyl)-4,5-bis-(4-fluoro-phenyl)-4,5-dihydro-imidazole-1-carbonyl chloride (example 12a) and 1-morpholin-4-yl-2-piperazin-1-yl-ethanone (Oakwood Products) in an analogous manner as described in example 25. LR-MS: 674.5 [(M+H)+] Reactants: furanones, BrC/1=C(C(O\C1=C/Br)=O)CCCC ((5Z)-4-bromo-5-(bromomethylene)-3-butyl-2(5H)-furanone), C(CCC)C=1C(OC(C1)=C(Br)Br)=O (3-butyl-5-(dibromomethylene)-2-(5H)-furanone). Yields the product BrC(=C1C=CC(O1)=O)Br (5-(dibromomethylene)-2(5H)-furanone). As a reaction SMILES: BrC1=C(CCCC)C(=O)O/C/1=C\Br.C([C:18]1[C:19](=[O:26])[O:20][C:21](=[C:23]([Br:25])[Br:24])[CH:22]=1)CCC>>[Br:24][C:23]([Br:25])=[C:21]1[O:20][C:19](=[O:26])[CH:18]=[CH:22]1. Reported procedure: The furanones to be used in accordance with the present invention may be obtained from natural sources or chemically synthesized. For example, (5Z)-4-bromo-5-(bromomethylene)-3-butyl-2(5H)-furanone and 3-butyl-5-(dibromomethylene)-2-(5H)-furanone may be extracted and purified from seaweed (e.g., the marine algae Delisea pulchra) as previously described (see, e.g., de Nys et al. Tetrahedron 1993; 49:11213-11220). Alternatively, (5Z)-4-bromo-5-(bromomethylene)-3-butyl-2(5H)-furanone, 3-butyl-5-(di...